Dataset: the Open Reaction Database (ORD), a public repository of structured organic reaction records. Task: describe an organic reaction: reactants, conditions, products, and yield Reactants: O1C=CC=C1 (furan), FC(C(=O)OC(C(F)(F)F)=O)(F)F (trifluoroacetic anhydride), C(C1=CC=CC=C1)OC=1C=C(C=CC1)CC(=O)O (3-Benzyloxyphenylacetic acid). Solvent: C(Cl)Cl (CH2Cl2). Reaction conditions: time 2 day. Yields the product O1C(=CC=C1)C(CC1=CC(=CC=C1)OCC1=CC=CC=C1)=O (1-(furan-2-yl)-2-(3-benzyloxyphenyl)ethan-1-one). Yield: 95.0%. As a reaction SMILES: [CH2:1]([O:8][C:9]1[CH:10]=[C:11]([CH2:15][C:16]([OH:18])=O)[CH:12]=[CH:13][CH:14]=1)[C:2]1[CH:7]=[CH:6][CH:5]=[CH:4][CH:3]=1.[O:19]1[CH:23]=[CH:22][CH:21]=[CH:20]1.FC(F)(F)C(OC(=O)C(F)(F)F)=O>C(Cl)Cl>[O:19]1[CH:23]=[CH:22][CH:21]=[C:20]1[C:16](=[O:18])[CH2:15][C:11]1[CH:12]=[CH:13][CH:14]=[C:9]([O:8][CH2:1][C:2]2[CH:3]=[CH:4][CH:5]=[CH:6][CH:7]=2)[CH:10]=1. Procedure: 3-Benzyloxyphenylacetic acid (3.5 kg, 14.45 mol) was dissolved in CH2Cl2 (35 L), and furan (3.0 kg, 44 mol) and trifluoroacetic anhydride (4.55 kg, 21.65 mol) were added to the solution. The reaction was kept being stirred at room temperature for 2 days. The reaction was quenched with saturated NaHCO3 to pH=6.9, and the organic reagent in the mixture was evaporated. The residue was extracted with EtOAc, and the organic layer was washed with brine, dried over MgSO4, and evaporated. The resulting ...